Dataset: the Open Reaction Database (ORD), a public repository of structured organic reaction records. Task: describe an organic reaction: reactants, conditions, products, and yield Reactants: OCCCCCCCC(=O)O (8-hydroxyoctanoic acid), COC1=CC=C(C(C2=CC=C(C=C2)OC)(C2=CC=CC=C2)Cl)C=C1 (4,4′-dimethoxytrityl chloride). The solvent is N1=CC=CC=C1 (pyridine). Conditions: time 8 hour. Product: COC1=CC=C(C(C2=CC=C(C=C2)OC)(C2=CC=CC=C2)OCCCCCCCC(=O)O)C=C1 (8-(4,4′-dimethoxytrityloxy)octanoic acid). Yield: 127.5%. Reaction SMILES: [OH:1][CH2:2][CH2:3][CH2:4][CH2:5][CH2:6][CH2:7][CH2:8][C:9]([OH:11])=[O:10].[CH3:12][O:13][C:14]1[CH:35]=[CH:34][C:17]([C:18](Cl)([C:27]2[CH:32]=[CH:31][CH:30]=[CH:29][CH:28]=2)[C:19]2[CH:24]=[CH:23][C:22]([O:25][CH3:26])=[CH:21][CH:20]=2)=[CH:16][CH:15]=1>N1C=CC=CC=1>[CH3:26][O:25][C:22]1[CH:21]=[CH:20][C:19]([C:18]([O:1][CH2:2][CH2:3][CH2:4][CH2:5][CH2:6][CH2:7][CH2:8][C:9]([OH:11])=[O:10])([C:27]2[CH:28]=[CH:29][CH:30]=[CH:31][CH:32]=2)[C:17]2[CH:34]=[CH:35][C:14]([O:13][CH3:12])=[CH:15][CH:16]=2)=[CH:24][CH:23]=1. Procedure: 8-hydroxyoctanoic acid (100 mg, 0.59 mmol) was dissolved in 1.5 mL of pyridine. To the solution, 4,4′-dimethoxytrityl chloride (237 mg, 0.7 mmol) was added, and the mixture was stirred overnight. The completion of the reaction was confirmed by TLC. Then, the reaction solution was separated into organic and aqueous phases using methylene chloride and water. The organic phase was dried over sodium sulfate, and the solvent was then concentrated under reduced pressure. The residue was purified with ... The reactants are [Al+3], CC(=O)C(C)C(=O)NCCc1ccccc1, CCOCC, [Cl-], [Cl-], [Cl-], N. The product is CC(N)=C(C)C(=O)NCCc1ccccc1. Reaction SMILES: [Al+3:19].[CH3:1][CH:2]([C:3](=[O:4])[NH:5][CH2:6][CH2:7][c:8]1[cH:9][cH:10][cH:11][cH:12][cH:13]1)[C:14]([CH3:15])=[O:16].[CH3:22][CH2:23][O:24][CH2:25][CH3:26].[Cl-:18].[Cl-:20].[Cl-:21].[NH3:17]>>[CH3:1][C:2]([C:3](=[O:4])[NH:5][CH2:6][CH2:7][c:8]1[cH:9][cH:10][cH:11][cH:12][cH:13]1)=[C:14]([CH3:15])[NH2:17]. The reactants are BrC1=CC=C(C=C1)N1C[C@H](N[C@H](C1)C)C (1-(4-bromophenyl)-cis-3,5-dimethylpiperazine), IC1=CC=C(C=C1)I (1,4-diiodobenzene), CN([C@@H]1CNCC1)C ((S)—N,N-dimethylpyrrolidin-3-amine). Product: IC1=CC=C(C=C1)N1C[C@H](CC1)N(C)C ((S)-1-(4-iodophenyl)-N,N-dimethylpyrrolidin-3-amine). Reaction SMILES: BrC1C=C[C:5]([N:8]2[CH2:13][C@H:12](C)[NH:11][C@H:10]([CH3:15])[CH2:9]2)=CC=1.I[C:17]1[CH:22]=[CH:21][C:20]([I:23])=[CH:19][CH:18]=1.CN(C)[C@H]1CCNC1>>[I:23][C:20]1[CH:21]=[CH:22][C:17]([N:11]2[CH2:10][CH2:15][C@H:13]([N:8]([CH3:5])[CH3:9])[CH2:12]2)=[CH:18][CH:19]=1. Reported procedure: The title compound was synthesized according to the synthesis of 1-(4-bromophenyl)-cis-3,5-dimethylpiperazine, except reacting 1,4-diiodobenzene (2.41 g, 7.30 mmol) with (S)—N,N-dimethylpyrrolidin-3-amine (1.0 g, 8.8 mmol). The title compound was purified by silica gel chromatography (MeOH/CH2Cl2, 2:98 to 1:9) as a yellow solid (1.27 g, 55%). 1H NMR (400 MHz, CDCl3) δ 7.46 (d, J=8.7 Hz, 2H), 6.33 (d, J=8.0 Hz, 2H), 3.47-3.38 (m, 2H), 3.32-3.26 (m, 1H), 3.16-3.12 (m, 1H), 2.89-2.83 (m, 1H), 2.33 ... Starting materials: BrC1=C(C=C(C(=C1)F)[N+](=O)[O-])F (1-bromo-2,5-difluoro-4-nitro-benzene), C(#N)[Cu] (CuCN), [O-]S(=O)(=O)[O-].[Na+].[Na+] (Na2SO4), CC(C)(C)OC (MTBE). Run in CN1CCCC1=O (NMP). Run at temperature 160 celsius, time 450 minute. Yields the product FC1=C(C#N)C=C(C(=C1)[N+](=O)[O-])F (2,5-Difluoro-4-nitro-benzonitrile). Yield: 68.1%. RXN SMILES: Br[C:2]1[CH:7]=[C:6]([F:8])[C:5]([N+:9]([O-:11])=[O:10])=[CH:4][C:3]=1[F:12].[C:13]([Cu])#[N:14].[O-]S([O-])(=O)=O.[Na+].[Na+].CC(OC)(C)C>CN1C(=O)CCC1>[F:12][C:3]1[CH:4]=[C:5]([N+:9]([O-:11])=[O:10])[C:6]([F:8])=[CH:7][C:2]=1[C:13]#[N:14] |f:2.3.4|. Procedure details: A mixture of 1-bromo-2,5-difluoro-4-nitro-benzene (95 g, 399 mmol) and CuCN (71.8 g, 798 mmol) in NMP (700 mL) was set to a pre-heated 160° C. oil-base and stirred at 160° C. under N2 over 450 min. The mixture was cooled to RT, charged with Na2SO4 (300 g) and MTBE (1 L), and stirred for an additional 15 min. The resulting mixture was filtered and the filtrate was charged with 800 mL of water, then the separated aqueous layer was extracted with MTBE. The combined organic layers were washed with w...